This data is from the Open Reaction Database (ORD), a public repository of structured organic reaction records. The task is: describe an organic reaction: reactants, conditions, products, and yield The reactants are Cl (hydrochloric acid), N[C@@H](C)C(=O)O (L-Alanine), [O-]CC.[Na+] (sodium ethoxide), OC=1C2=C(C=NC1C(=O)OCC)C(=NO2)C2=CC=CC=C2 (Ethyl 7-hydroxy-3-phenylisoxazolo[4,5-c]pyridine-6-carboxylate). Run in CN(C)C=O (DMF), O (water). Yields the product OC=1C2=C(C=NC1C(=O)N[C@H](C(=O)O)C)C(=NO2)C2=CC=CC=C2 ((S)-2-[(7-Hydroxy-3-phenyl-isoxazolo[4,5-c]pyridine-6-carbonyl)amino]-propionic acid). Yield: 79.4%. As a reaction SMILES: [OH:1][C:2]1[C:3]2[O:15][N:14]=[C:13]([C:16]3[CH:21]=[CH:20][CH:19]=[CH:18][CH:17]=3)[C:4]=2[CH:5]=[N:6][C:7]=1[C:8]([O:10]CC)=O.[NH2:22][C@H:23]([C:25]([OH:27])=[O:26])[CH3:24].[O-]CC.[Na+].Cl>CN(C=O)C.O>[OH:1][C:2]1[C:3]2[O:15][N:14]=[C:13]([C:16]3[CH:17]=[CH:18][CH:19]=[CH:20][CH:21]=3)[C:4]=2[CH:5]=[N:6][C:7]=1[C:8]([NH:22][C@@H:23]([CH3:24])[C:25]([OH:27])=[O:26])=[O:10] |f:2.3|. Reported procedure: Ethyl 7-hydroxy-3-phenylisoxazolo[4,5-c]pyridine-6-carboxylate (0.1 g, 0.35 mmol) was dissolved in 10 mL of DMF. L-Alanine (0.627 g, 7.04 mmol) and sodium ethoxide (0.36 g, 5.28 mmol) were added and the mixture was refluxed for 3 h. The mixture was cooled to room temperature and diluted with 70 mL of water. Concentrated hydrochloric acid was added dropwise until pH was 2. The resulting suspension was filtered and the solid dried under vacuum to give 91 mg of the title compound. MS: (+) m/z 328.0... The reactants are Oc1ccc2cc(Br)ccc2n1, CC(C=CCCCCCCCOc1ccc2cc(Br)ccc2n1)=CC(=O)NCC(C)C. Product: CC(C)CNC(=O)C=CC=CCCCCCCCOc1ccc2cc(Br)ccc2n1. RXN SMILES: [Br:1][c:2]1[cH:3][c:4]2[c:5]([cH:6][cH:7]1)[n:8][c:9]([OH:10])[cH:11][cH:12]2.[CH3:13][C:14](=[CH:15][C:16](=[O:17])[NH:18][CH2:19][CH:20]([CH3:21])[CH3:22])[CH:23]=[CH:24][CH2:25][CH2:26][CH2:27][CH2:28][CH2:29][CH2:30][CH2:31][O:32][c:33]1[n:34][c:35]2[cH:36][cH:37][c:38]([Br:43])[cH:39][c:40]2[cH:41][cH:42]1>>[CH:14](=[CH:15][C:16](=[O:17])[NH:18][CH2:19][CH:20]([CH3:21])[CH3:22])[CH:23]=[CH:24][CH2:25][CH2:26][CH2:27][CH2:28][CH2:29][CH2:30][CH2:31][O:32][c:33]1[n:34][c:35]2[cH:36][cH:37][c:38]([Br:43])[cH:39][c:40]2[cH:41][cH:42]1. Reactants: C(C)OC(CC=1C=NC=C(C1)C1=C(C=C(C=C1)F)C=O)=O ([5-(4-fluoro-2-formyl-phenyl)-pyridin-3-yl]-acetic acid ethyl ester), C(#N)[BH3-].[Na+] (sodium cyanoborohydride), C(C)N (ethylamine), C(C)(=O)O (Acetic acid). The solvent is CO (MeOH). Run at time 2 hour. Product: C(C)OC(CC=1C=NC=C(C1)C1=C(C=C(C=C1)F)CNCC)=O ([5-(2-ethylaminomethyl-4-fluoro-phenyl)-pyridin-3-yl]-acetic acid ethyl ester). Reaction SMILES: [CH2:1]([O:3][C:4](=[O:21])[CH2:5][C:6]1[CH:7]=[N:8][CH:9]=[C:10]([C:12]2[CH:17]=[CH:16][C:15]([F:18])=[CH:14][C:13]=2[CH:19]=O)[CH:11]=1)[CH3:2].C([BH3-])#N.[Na+].[CH2:26]([NH2:28])[CH3:27].C(O)(=O)C>CO>[CH2:1]([O:3][C:4](=[O:21])[CH2:5][C:6]1[CH:7]=[N:8][CH:9]=[C:10]([C:12]2[CH:17]=[CH:16][C:15]([F:18])=[CH:14][C:13]=2[CH2:19][NH:28][CH2:26][CH3:27])[CH:11]=1)[CH3:2] |f:1.2|. Procedure: To [5-(4-fluoro-2-formyl-phenyl)-pyridin-3-yl]-acetic acid ethyl ester (1.2 g, 4.18 mmol) in MeOH was added sodium cyanoborohydride (0.394 g, 6.26 mmol) and ethylamine (2M in THF; 3.13 mL, 6.26 mmol). Acetic acid (0.36 mL, 6.26 mmol) was added, and the reaction was stirred for 2 hours at room temperature. The mixture was concentrated, and the residue was dissolved in CH2Cl2 and washed with saturated aqueous NaHCO3 and H2O. The organic layer was dried over Na2SO4, filtered, and concentrated, and ...